This data is from the Open Reaction Database (ORD), a public repository of structured organic reaction records. The task is: describe an organic reaction: reactants, conditions, products, and yield Reactants: ClC1=C(C=C(CN2CCC(CC2)NC2=CC=C(C#N)C=C2)C=C1)OCC (4-[1-(4-Chloro-3-ethoxy-benzyl)-piperidin-4-ylamino]-benzonitrile), C(C)(C)(C)OC(=O)N1CCC(CC1)N(C1=NC=C(C=C1)OS(=O)(=O)C)C(=O)OC(C)(C)C (4-[tert-butoxycarbonyl-(5-methanesulfonyloxy-pyridin-2-yl)-amino]-piperidine-1-carboxylic acid tert-butyl ester), Cl (HCl). Solvent: O1CCOCC1 (dioxane), C(C)O (ethanol). Yields the product N1CCC(CC1)NC1=CC=C(C=N1)OS(=O)(=O)C (Methanesulfonic acid 6-(piperidin-4-ylamino)-pyridin-3-yl ester). Reaction SMILES: ClC1C=CC(CN2CCC(NC3C=CC(C#N)=CC=3)CC2)=CC=1OCC.C(OC([N:34]1[CH2:39][CH2:38][CH:37]([N:40](C(OC(C)(C)C)=O)[C:41]2[CH:46]=[CH:45][C:44]([O:47][S:48]([CH3:51])(=[O:50])=[O:49])=[CH:43][N:42]=2)[CH2:36][CH2:35]1)=O)(C)(C)C.Cl>O1CCOCC1.C(O)C>[NH:34]1[CH2:39][CH2:38][CH:37]([NH:40][C:41]2[N:42]=[CH:43][C:44]([O:47][S:48]([CH3:51])(=[O:49])=[O:50])=[CH:45][CH:46]=2)[CH2:36][CH2:35]1. Procedure: The title compound was prepared in analogy to the procedure described for (5-methanesulfonyl-pyridin-2-yl)-piperidin-4-yl-amine (intermediate B16/step 2) from 4-[tert-butoxycarbonyl-(5-methanesulfonyloxy-pyridin-2-yl)-amino]-piperidine-1-carboxylic acid tert-butyl ester by cleavage of the BOC group with 4 M HCl in dioxane and ethanol at 70° C. MS (ISP): 272.1 [M+H]+. The reactants are CCCC1(CCC)CCC(=O)OC1=O, C1CCOC1, O=P([O-])([O-])[O-]. Product: CCCC(CCC)(CCC(=O)O)C(=O)O. Reaction SMILES: [CH2:1]([CH2:2][CH3:3])[C:4]1([CH2:12][CH2:13][CH3:14])[C:5](=[O:6])[O:7][C:8](=[O:11])[CH2:9][CH2:10]1.[CH2:20]1[O:21][CH2:22][CH2:23][CH2:24]1.[O-:15][P:16](=[O:17])([O-:18])[O-:19]>>[CH2:1]([CH2:2][CH3:3])[C:4]([C:5](=[O:6])[OH:15])([CH2:10][CH2:9][C:8]([OH:7])=[O:11])[CH2:12][CH2:13][CH3:14]. Reactants: CC#N, O=C(O)c1cn(C2CC2)c2c(Cl)c(F)c(F)cc2c1=O, FCCNCC1CCNC1. Yields the product O=C(O)c1cn(C2CC2)c2c(Cl)c(N3CCC(CNCCF)C3)c(F)cc2c1=O. RXN SMILES: [CH3:31][C:32]#[N:33].[Cl:1][c:2]1[c:3]([F:20])[c:4]([F:19])[cH:5][c:6]2[c:7](=[O:18])[c:8]([C:15](=[O:16])[OH:17])[cH:9][n:10]([CH:12]3[CH2:13][CH2:14]3)[c:11]12.[F:21][CH2:22][CH2:23][NH:24][CH2:25][CH:26]1[CH2:27][NH:28][CH2:29][CH2:30]1>>[Cl:1][c:2]1[c:3]([N:28]2[CH2:27][CH:26]([CH2:25][NH:24][CH2:23][CH2:22][F:21])[CH2:30][CH2:29]2)[c:4]([F:19])[cH:5][c:6]2[c:7](=[O:18])[c:8]([C:15](=[O:16])[OH:17])[cH:9][n:10]([CH:12]3[CH2:13][CH2:14]3)[c:11]12. Reactants: ClCCl, N#Cc1ccc(C(c2c[nH]nn2)C2(O)CCCCC2)cc1, O=S(Cl)Cl. Yields the product N#Cc1ccc(C(=C2CCCCC2)c2c[nH]nn2)cc1. As a reaction SMILES: [Cl:26][CH2:27][Cl:28].[OH:1][C:2]1([CH:8]([c:9]2[n:10][n:11][nH:12][cH:13]2)[c:14]2[cH:15][cH:16][c:17]([C:18]#[N:19])[cH:20][cH:21]2)[CH2:3][CH2:4][CH2:5][CH2:6][CH2:7]1.[S:22]([Cl:23])([Cl:24])=[O:25]>>[C:2]1(=[C:8]([c:9]2[n:10][n:11][nH:12][cH:13]2)[c:14]2[cH:15][cH:16][c:17]([C:18]#[N:19])[cH:20][cH:21]2)[CH2:3][CH2:4][CH2:5][CH2:6][CH2:7]1. The reactants are FC=1C(=C2C=3N(C(CO2)C)C=C(C(C3C1)=O)C(=O)O)F (9,10-difluoro-2,3-dihydro3-methyl-7-oxo-7H-pyrido[1,2,3-de]-1,4-benzoxazine-6-carboxylic acid), N1CC(CC1)CN (3-pyrrolidinemethanamine), C(C)#N (acetonitrile). Yields the product NCC1CN(CC1)C=1C(=CC2=C3N(CC(OC31)C)C=C(C2=O)C(=O)O)F (10-[3-(aminomethyl)-1-pyrrolidinyl]-9-fluoro-2,3-dihydro- methyl-7-oxo-7H-pyrido[1,2,3-de]-1,4-benzoxazine-6-carboxylic acid). As a reaction SMILES: [F:1][C:2]1[C:3](F)=[C:4]2[O:9][CH2:8][CH:7](C)[N:6]3[CH:11]=[C:12]([C:17]([OH:19])=[O:18])[C:13](=[O:16])[C:14]([CH:15]=1)=[C:5]23.[NH:21]1[CH2:25][CH2:24][CH:23]([CH2:26][NH2:27])[CH2:22]1.[C:28](#N)C>>[NH2:27][CH2:26][CH:23]1[CH2:24][CH2:25][N:21]([C:3]2[C:2]([F:1])=[CH:15][C:14]3[C:13](=[O:16])[C:12]([C:17]([OH:19])=[O:18])=[CH:11][N:6]4[CH2:7][CH:8]([CH3:28])[O:9][C:4]=2[C:5]=34)[CH2:22]1. Procedure: 0.75 g (0.27 mmole) of 9,10-difluoro-2,3-dihydro3-methyl-7-oxo-7H-pyrido[1,2,3-de]-1,4-benzoxazine-6-carboxylic acid, 40 ml acetonitrile, and 0.80 g (8.0 mmole) of 3-pyrrolidinemethanamine were refluxed overnight. The solvent was removed at reduced pressure and the residue titurated with 40 ml of ethanol/ether (1:1), to give 0.90 g of 10-[3-(aminomethyl)-1-pyrrolidinyl]-9-fluoro-2,3-dihydro- methyl-7-oxo-7H-pyrido[1,2,3-de]-1,4-benzoxazine-6-carboxylic acid, mp 213°-216° C. The reactants are BrC1=CC(=C(C=C1)Cl)Cl (4-bromo-1,2-dichlorobenzene), N1CCNCC1 (piperazine). Product: ClC=1C=C(C=CC1Cl)N1CCNCC1 (1-(3,4-dichloro-phenyl)-piperazine). Isolated yield 48.2%. Reaction SMILES: Br[C:2]1[CH:7]=[CH:6][C:5]([Cl:8])=[C:4]([Cl:9])[CH:3]=1.[NH:10]1[CH2:15][CH2:14][NH:13][CH2:12][CH2:11]1>>[Cl:9][C:4]1[CH:3]=[C:2]([N:10]2[CH2:15][CH2:14][NH:13][CH2:12][CH2:11]2)[CH:7]=[CH:6][C:5]=1[Cl:8]. Procedure: Beginning with 4-bromo-1,2-dichlorobenzene (200 mg, 0.88 mmol) and piperazine (91 mg, 1.06 mmol), 98 mg of the title compound was recovered by the procedure described in Example 1. The reactants are NC1=C(C(=O)NC2CCN(CC2)CC2=CC=CC=C2)C=CC=C1F (2-amino-N-(1-benzylpiperidin-4-yl)-3-fluorobenzamide), ClC(Cl)(OC(OC(Cl)(Cl)Cl)=O)Cl (triphosgene). Run in ClCCl (dichloromethane), ClCCl (dichloromethane). The product is C(C1=CC=CC=C1)N1CCC(CC1)N1C(NC2=C(C=CC=C2C1=O)F)=O (3-(1-Benzylpiperidin-4-yl)-8-fluoroquinazoline-2,4(1H,3H)-dione). The yield is 258.9%. As a reaction SMILES: [NH2:1][C:2]1[C:23]([F:24])=[CH:22][CH:21]=[CH:20][C:3]=1[C:4]([NH:6][CH:7]1[CH2:12][CH2:11][N:10]([CH2:13][C:14]2[CH:19]=[CH:18][CH:17]=[CH:16][CH:15]=2)[CH2:9][CH2:8]1)=[O:5].Cl[C:26](Cl)([O:28]C(=O)OC(Cl)(Cl)Cl)Cl>ClCCl>[CH2:13]([N:10]1[CH2:11][CH2:12][CH:7]([N:6]2[C:4](=[O:5])[C:3]3[C:2](=[C:23]([F:24])[CH:22]=[CH:21][CH:20]=3)[NH:1][C:26]2=[O:28])[CH2:8][CH2:9]1)[C:14]1[CH:19]=[CH:18][CH:17]=[CH:16][CH:15]=1. Reported procedure: To a solution of 2-amino-N-(1-benzylpiperidin-4-yl)-3-fluorobenzamide (750 mg, 2.29 mmol) in dichloromethane (30.0 mL) at 0° C. was added triphosgene (227 mg, 0.33 equiv.) as a solution in dichloromethane (5 mL). The ice bath was removed and the reaction heated at reflux for 6 h. The reaction was concentrated, dissolved in ethyl acetate, washed with saturated sodium bicarbonate, then water, then brine, dried over magnesium sulfate, and concentrated to give 700 mg of a white solid. The crude prod... Reactants: FC1=CC=C(CN2C(=NC(C3=C2N=CC=C3)=O)NC)C=C1 (1-(4'-fluorobenzyl)-2-methylamino-pyrido[2,3-d]pyrimidin-4(1H)-one), CC(C)([O-])C.[K+] (potassium t-butoxide), CI (methyl iodide). The solvent is O1CCCC1 (tetrahydrofuran). Run at time 2 day. Product: FC1=CC=C(CN2C(=NC(C3=C2N=CC=C3)=O)N(C)C)C=C1 (1-(4'-fluorobenzyl)-2-dimethylamino-pyrido[2,3-d]pyrimidin-4(1H)-one). RXN SMILES: [F:1][C:2]1[CH:21]=[CH:20][C:5]([CH2:6][N:7]2[C:12]3[N:13]=[CH:14][CH:15]=[CH:16][C:11]=3[C:10](=[O:17])[N:9]=[C:8]2[NH:18][CH3:19])=[CH:4][CH:3]=1.[CH3:22]C(C)([O-])C.[K+].CI>O1CCCC1>[F:1][C:2]1[CH:3]=[CH:4][C:5]([CH2:6][N:7]2[C:12]3[N:13]=[CH:14][CH:15]=[CH:16][C:11]=3[C:10](=[O:17])[N:9]=[C:8]2[N:18]([CH3:22])[CH3:19])=[CH:20][CH:21]=1 |f:1.2|. Procedure: To a suspension of 10.0 g. of powdered 1-(4'-fluorobenzyl)-2-methylamino-pyrido[2,3-d]pyrimidin-4(1H)-one in 300 ml. of tetrahydrofuran is added portionwise over the course of 5 minutes 4.8 g. of potassium t-butoxide and the resulting mixture is stirred at room temperature for 45 minutes. There is then added 6.5 g. of methyl iodide followed by stirring at room temperature for two days. The resulting mixture is filtered through celite and the filtrate evaporated to dryness. The residue is dissolv... Reactants: C(O)([O-])=O.[Na+] (sodium hydrogen carbonate), FC(C(=O)O)(F)F (trifluoroacetic acid), C(C)(C)(C)OC(NC(C\C=C\C(N([C@H](CC1=CC=CC2=CC=CC=C12)C(N([C@H](CC1=CC=CC=C1)C(NC)=O)C)=O)C)=O)(C)C)=O (((3E)-1,1-Dimethyl4-(N-methyl-N-((1R)-1-(N-methyl-N-((1R)-1-(methylcarbamoyl)-2-phenylethyl)carbamoyl)-2-(1-naphthyl)-ethyl)carbamoyl)but-3-enyl)carbamic acid tert butylester). Solvent: C(Cl)Cl (Methylene chloride), C(Cl)Cl (methylene chloride). Isolated yield 130.1%. Run at time 5 minute. Reaction SMILES: C(OC(=O)NC(C)(C)C/C=C/[C:12](=O)[N:13](C)[C@@H:14]([C:26](=[O:41])[N:27]([CH3:40])[C@@H:28]([C:36](=[O:39])[NH:37][CH3:38])[CH2:29][C:30]1[CH:35]=[CH:34][CH:33]=[CH:32][CH:31]=1)[CH2:15][C:16]1[C:25]2[C:20](=[CH:21][CH:22]=[CH:23][CH:24]=2)[CH:19]=[CH:18][CH:17]=1)(C)(C)C.FC(F)(F)C(O)=O.C(=O)([O-])O.[Na+]>C(Cl)Cl>[CH3:40][N:27]([C@@H:28]([C:36](=[O:39])[NH:37][CH3:38])[CH2:29][C:30]1[CH:31]=[CH:32][CH:33]=[CH:34][CH:35]=1)[C:26](=[O:41])[C@H:14]([NH:13][CH3:12])[CH2:15][C:16]1[C:25]2[C:20](=[CH:21][CH:22]=[CH:23][CH:24]=2)[CH:19]=[CH:18][CH:17]=1 |f:2.3|. The product is CN(C([C@@H](CC1=CC=CC2=CC=CC=C12)NC)=O)[C@H](CC1=CC=CC=C1)C(NC)=O ((2R)-N-Methyl-2-methylamino-N-((1R)-1-methylcarbamoyl-2-phenylethyl)-3-(1-naphthyl)propionamide). Reported procedure: ((3E)-1,1-Dimethyl4-(N-methyl-N-((1R)-1-(N-methyl-N-((1R)-1-(methylcarbamoyl)-2-phenylethyl)carbamoyl)-2-(1-naphthyl)-ethyl)carbamoyl)but-3-enyl)carbamic acid tert butylester (0.25 g; 0.40 mmol) was dissolved in methylene chloride (3 mL) and trifluoroacetic acid (2 mL) was added. The reaction mixture was stirred for 5 min at room temperature. Methylene chloride (5 mL) and solid sodium hydrogen carbonate were added until pH 8. The reaction mixture was washed with methylene chloride (3×10 mL). The... Reactants: FC1=C(C(=CC=C1)[N+](=O)[O-])C=CN1CCCC1 (1-[2-(2-fluoro-6-nitro-phenyl)vinyl]pyrrolidine). Reagents/catalysts: [Ni] (Raney Nickel). The solvent is CO (methanol). Product: FC1=C2C=CNC2=CC=C1 (4-fluoro-1H-indole). Yield: 59.7%. Reaction SMILES: [F:1][C:2]1[CH:7]=[CH:6][CH:5]=[C:4]([N+]([O-])=O)[C:3]=1[CH:11]=[CH:12][N:13]1CCCC1>[Ni].CO>[F:1][C:2]1[CH:7]=[CH:6][CH:5]=[C:4]2[C:3]=1[CH:11]=[CH:12][NH:13]2. Procedure details: Raney Nickel (500 mg) was added to a suspension of 1-[2-(2-fluoro-6-nitro-phenyl)vinyl]pyrrolidine (6 g, 25.42 mmol) in methanol (50 mL) and hydrogenated under atmospheric pressure at ambient temperature for 20 h. The mixture was filtered through a pad of Celite and the filtrate was concentrated in vacuo to afford 4-fluoro-1H-indole (2.05 g, 60%) as a brown liquid.